Dataset: the Open Reaction Database (ORD), a public repository of structured organic reaction records. Task: describe an organic reaction: reactants, conditions, products, and yield Starting materials: C1COC2(CCC(CC2)=O)O1 (1,4-cyclohexanedione mono-ethylene ketal), CNC (dimethylamine), C(#N)[BH3-].[Na+] (sodium cyanoborohydride). Run in C(C)(=O)O (acetic acid), C(C)(=O)O (acetic acid). Reaction conditions: temperature 0 celsius, time 1.5 hour. Yields the product C1COC2(CCC(CC2)N(C)C)O1 (4-dimethylamino-1-cyclohexanone ethylene ketal). The yield is 85.0%. Reaction SMILES: [CH2:1]1[O:11][C:4]2([CH2:9][CH2:8][C:7](=O)[CH2:6][CH2:5]2)[O:3][CH2:2]1.[CH3:12][NH:13][CH3:14].C([BH3-])#N.[Na+]>C(O)(=O)C>[CH2:1]1[O:11][C:4]2([CH2:9][CH2:8][CH:7]([N:13]([CH3:14])[CH3:12])[CH2:6][CH2:5]2)[O:3][CH2:2]1 |f:2.3|. Procedure: To a solution of 5.0 gm (32 mMol) 1,4-cyclohexanedione mono-ethylene ketal and 10.80 gm (240 mMol) dimethylamine were added 2.0 mL acetic acid and the mixture was stirred at 0° C. for 1.5 hours. To this solution were then added 3.62 gm (58 mMol) sodium cyanoborohydride and the reaction stirred for an additional hour at ambient. The pH of the reaction mixture was adjusted to ~7 with 16 mL acetic acid and stirred 18 hours at ambient. The volatiles were removed under reduced pressure and the residu... The reactants are N1=CC=C(C=C1)B(O)O (4-pyridineboronic acid), solution, C(=O)([O-])[O-].[Na+].[Na+] (Na2CO3), BrC1=CC=2C3=C(C=NC2C=C1)N(C(N3C3=CC=C(C=C3)C(C#N)(C)C)=O)C (2-[4-(8-bromo-3-methyl-2-oxo-2,3-dihydro-imidazo[4,5-c]quinolin-1-yl)-phenyl]-2-methyl-propionitrile). Reagents/catalysts: C1([P]([Pd][P](C2=CC=CC=C2)(C3=CC=CC=C3)C4=CC=CC=C4)(C5=CC=CC=C5)C6=CC=CC=C6)=CC=CC=C1 (bis(triphenylphosphine)palladium). Solvent: CN(C)C=O (DMF). Conditions: temperature 100 celsius, time 1 hour. Yields the product CC(C#N)(C)C1=CC=C(C=C1)N1C(N(C=2C=NC=3C=CC(=CC3C21)C2=CC=NC=C2)C)=O (2-Methyl-2-[4-(3-methyl-2-oxo-8-pyridin-4-yl-2,3-dihydro-imidazo[4,5-c]quinolin-1-yl)-phenyl]-propionitrile). RXN SMILES: [N:1]1[CH:6]=[CH:5][C:4](B(O)O)=[CH:3][CH:2]=1.C([O-])([O-])=O.[Na+].[Na+].Br[C:17]1[CH:26]=[CH:25][C:24]2[N:23]=[CH:22][C:21]3[N:27]([CH3:42])[C:28](=[O:41])[N:29]([C:30]4[CH:35]=[CH:34][C:33]([C:36]([CH3:40])([CH3:39])[C:37]#[N:38])=[CH:32][CH:31]=4)[C:20]=3[C:19]=2[CH:18]=1>CN(C=O)C.C1(C=CC=CC=1)[P](C1C=CC=CC=1)(C1C=CC=CC=1)[Pd][P](C1C=CC=CC=1)(C1C=CC=CC=1)C1C=CC=CC=1>[CH3:39][C:36]([C:33]1[CH:32]=[CH:31][C:30]([N:29]2[C:20]3[C:19]4[CH:18]=[C:17]([C:4]5[CH:5]=[CH:6][N:1]=[CH:2][CH:3]=5)[CH:26]=[CH:25][C:24]=4[N:23]=[CH:22][C:21]=3[N:27]([CH3:42])[C:28]2=[O:41])=[CH:35][CH:34]=1)([CH3:40])[C:37]#[N:38] |f:1.2.3,^1:53,67|. Reported procedure: 37 mg (0.3 mmol) of 4-pyridineboronic acid (Aldrich, Buchs, Switzerland), 8 mg of bis(triphenylphosphine)palladium (II) dichloride (Fluka, Buchs, Switzerland) and 0.5 ml of a 1 M solution of Na2CO3 are added to a solution of 84 mg (0.2 mmol) of 2-[4-(8-bromo-3-methyl-2-oxo-2,3-dihydro-imidazo[4,5-c]quinolin-1-yl)-phenyl]-2-methyl-propionitrile (Example 1i) in 2 ml of DMF. The mixture is stirred for 1 h at 100° C. After this time, the mixture is quenched with sat. aqueous NaHCO3 and extracted wit... Starting materials: O=C([O-])[O-], CN(C)C=O, CNc1ccccc1, ClCc1ccccn1, [K+], [K+], O. The product is CN(Cc1ccccn1)c1ccccc1. RXN SMILES: [C:17](=[O:18])([O-:19])[O-:20].[CH3:24][N:25]([CH3:26])[CH:27]=[O:28].[CH3:9][NH:10][c:11]1[cH:12][cH:13][cH:14][cH:15][cH:16]1.[Cl:1][CH2:2][c:3]1[n:4][cH:5][cH:6][cH:7][cH:8]1.[K+:21].[K+:22].[OH2:23]>>[CH2:2]([c:3]1[n:4][cH:5][cH:6][cH:7][cH:8]1)[N:10]([CH3:9])[c:11]1[cH:12][cH:13][cH:14][cH:15][cH:16]1. Reactants: C(C(C)C)N1C2=NC(=NC(=C2N=C1N1CCNCC1)N1CCOCC1)C=1C=NC(=NC1)N (5-[9-(Isobutyl)-6-morpholin-4-yl-8-piperazin-1-yl-9H-purin-2-yl]pyrimidin-2-amine), O1CCCC1 (tetrahydrofuran), CN(C)CCS(=O)(=O)O (1H-benzotriazole-1-carboxyaldehyde), [OH-].[Na+] (sodium hydroxide). The solvent is C(Cl)Cl (Methylene chloride). Reaction conditions: time 75 minute. Product: NC1=NC=C(C=N1)C1=NC(=C2N=C(N(C2=N1)CC(C)C)N1CCN(CC1)C=O)N1CCOCC1 (4-[2-(2-Aminopyrimidin-5-yl)-9-isobutyl-6-morpholin-4-yl-9H-purin-8-yl]piperazine-1-carboaldehyde). Isolated yield 75.0%. RXN SMILES: [CH2:1]([N:5]1[C:13]([N:14]2[CH2:19][CH2:18][NH:17][CH2:16][CH2:15]2)=[N:12][C:11]2[C:6]1=[N:7][C:8]([C:26]1[CH:27]=[N:28][C:29]([NH2:32])=[N:30][CH:31]=1)=[N:9][C:10]=2[N:20]1[CH2:25][CH2:24][O:23][CH2:22][CH2:21]1)[CH:2]([CH3:4])[CH3:3].[O:33]1CCC[CH2:34]1.CN(CCS(O)(=O)=O)C.[OH-].[Na+]>C(Cl)Cl>[NH2:32][C:29]1[N:30]=[CH:31][C:26]([C:8]2[N:7]=[C:6]3[C:11]([N:12]=[C:13]([N:14]4[CH2:19][CH2:18][N:17]([CH:34]=[O:33])[CH2:16][CH2:15]4)[N:5]3[CH2:1][CH:2]([CH3:4])[CH3:3])=[C:10]([N:20]3[CH2:25][CH2:24][O:23][CH2:22][CH2:21]3)[N:9]=2)=[CH:27][N:28]=1 |f:3.4|. Procedure details: 5-[9-(Isobutyl)-6-morpholin-4-yl-8-piperazin-1-yl-9H-purin-2-yl]pyrimidin-2-amine (129.8 mg, 0.30 mmol) was added to a tetrahydrofuran solution (7.0 ml) of 1H-benzotriazole-1-carboxyaldehyde (48.4 mg, 0.30 mmol) at room temperature and the resulting mixture was stirred for 75 minutes. Methylene chloride was added to the reaction mixture and the resulting mixture was poured into 2 N aqueous sodium hydroxide solution and extracted with methylene chloride-methanol (10:1). The organic layer was drie... The reactants are ClC1=NC=CC=C1C#N (2-chloro-3-cyanopyridine), FC(OC1=CC=C(C=C1)B(O)O)(F)F (4-trifluoromethoxyphenylboronic acid). RXN SMILES: Cl[C:2]1[C:7]([C:8]#[N:9])=[CH:6][CH:5]=[CH:4][N:3]=1.[F:10][C:11]([F:23])([F:22])[O:12][C:13]1[CH:18]=[CH:17][C:16](B(O)O)=[CH:15][CH:14]=1>>[F:10][C:11]([F:22])([F:23])[O:12][C:13]1[CH:18]=[CH:17][C:16]([C:2]2[N:3]=[CH:4][CH:5]=[CH:6][C:7]=2[C:8]#[N:9])=[CH:15][CH:14]=1. The yield is 70.0%. Procedure details: Prepared in 70% yield from 2-chloro-3-cyanopyridine and 4-trifluoromethoxyphenylboronic acid according to the procedure described for Example 153A. MS (ESI−) m/z 265.0 (M+H)+; 1H NMR (CDCl3) δ 7.37-7.44 (m, 3H), 7.98-8.03 (m, 2H), 8.10 (dd, J=8.0, 1.9 Hz, 1H), 8.89 (dd, J=4.7, 1.7 Hz, 1H). Product: FC(OC1=CC=C(C=C1)C1=C(C#N)C=CC=N1)(F)F (2-(4-Trifluoromethoxy-phenyl)-nicotinonitrile). The reactants are BrCC(=O)OC (methyl bromoacetate), C(=O)([O-])[O-].[Cs+].[Cs+] (Cs2CO3), OC=1C=C(C=CC1)NC(C=CC1=CC=CC=C1)=O (N-(3-hydroxy-phenyl)-3-phenyl-acrylamide). The solvent is C(C)#N (acetonitrile). Run at temperature 45 celsius, time 3 hour. Yields the product COC(COC1=CC(=CC=C1)NC(C=CC1=CC=CC=C1)=O)=O ([3-(3-Phenyl-acryloylamino)-phenoxy]-acetic acid methyl ester). The yield is 48.7%. As a reaction SMILES: Br[CH2:2][C:3]([O:5][CH3:6])=[O:4].C([O-])([O-])=O.[Cs+].[Cs+].[OH:13][C:14]1[CH:15]=[C:16]([NH:20][C:21](=[O:30])[CH:22]=[CH:23][C:24]2[CH:29]=[CH:28][CH:27]=[CH:26][CH:25]=2)[CH:17]=[CH:18][CH:19]=1>C(#N)C>[CH3:6][O:5][C:3](=[O:4])[CH2:2][O:13][C:14]1[CH:19]=[CH:18][CH:17]=[C:16]([NH:20][C:21](=[O:30])[CH:22]=[CH:23][C:24]2[CH:25]=[CH:26][CH:27]=[CH:28][CH:29]=2)[CH:15]=1 |f:1.2.3|. Procedure: A mixture of methyl bromoacetate (0.230 g, 1.93 mmol), Cs2CO3 (0.525 g, 1.60 mmol), and N-(3-hydroxy-phenyl)-3-phenyl-acrylamide (1/91) (0.370 g, 1.55 mmol) in acetonitrile (5 ml) was stirred at 45° C. for 3 hours. The reaction mixture was evaporated and the residue was partitioned between ethyl acetate and 0.1N KHSO4. The organic layer was washed successively with water, brine, and dried (Na2SO4). The solvent was evaporated and the residue was chromatographed silicagel with chloroform-ethyl ace... Reactants: ice water, N12CCN(CC1)CC2 (1,4-Diazabicyclo[2.2.2]octane), C(C)OC(=O)C1=C(C2=C(NC1=O)C=CS2)Cl (7-chloro-5-oxo-4,5-dihydro-thieno[3,2-b]pyridine-6-carboxylic acid ethyl ester), N1(CCNCC1)C(=O)C=1SC=CC1 (piperazin-1-yl-thiophene-2-yl-methanone). The solvent is CC(=O)N(C)C (DMA). Reaction conditions: temperature 120 celsius. Yields the product C(C)OC(=O)C1=C(C2=C(NC1=O)C=CS2)N2CCN(CC2)C(=O)C=2SC=CC2 (5-oxo-7-[4-(thiophene-2-carbonyl)-piperazin-1-yl]-4,5-dihydro-thieno[3,2-b]pyridine-6-carboxylic acid ethyl ester). Isolated yield 95.8%. As a reaction SMILES: N12CCN(CC1)CC2.[CH2:9]([O:11][C:12]([C:14]1[C:19](=[O:20])[NH:18][C:17]2[CH:21]=[CH:22][S:23][C:16]=2[C:15]=1Cl)=[O:13])[CH3:10].[N:25]1([C:31]([C:33]2[S:34][CH:35]=[CH:36][CH:37]=2)=[O:32])[CH2:30][CH2:29][NH:28][CH2:27][CH2:26]1>CC(N(C)C)=O>[CH2:9]([O:11][C:12]([C:14]1[C:19](=[O:20])[NH:18][C:17]2[CH:21]=[CH:22][S:23][C:16]=2[C:15]=1[N:28]1[CH2:29][CH2:30][N:25]([C:31]([C:33]2[S:34][CH:35]=[CH:36][CH:37]=2)=[O:32])[CH2:26][CH2:27]1)=[O:13])[CH3:10]. Procedure details: 1,4-Diazabicyclo[2.2.2]octane (224 mg, 2 mmol) was added to a solution of 7-chloro-5-oxo-4,5-dihydro-thieno[3,2-b]pyridine-6-carboxylic acid ethyl ester (4) (240 mg, 1 mmol) and piperazin-1-yl-thiophene-2-yl-methanone (215 mg, 1.1 mmol) in dry DMA. The solution was heated at 120° C. for 2 h. The solution was cooled and poured into ice water. The solids formed were filtered, washed by water, and dried to yield 5-oxo-7-[4-(thiophene-2-carbonyl)-piperazin-1-yl]-4,5-dihydro-thieno[3,2-b]pyridine-6-c... Reactants: OC=1C=C2CCCC(C2=CC1O)=O (6,7-dihydroxytetralone), [Cs] (cesium), BrCCl (bromochloromethane). Run in C(C)#N (acetonitrile). Reaction conditions: time 4 hour. Product: O1COC2=C1C=C1CCCC(C1=C2)=O (7,8-Dihydro-6H-naphtho[2,3-d][1,3]dioxol-5-one). As a reaction SMILES: [OH:1][C:2]1[CH:3]=[C:4]2[C:9](=[CH:10][C:11]=1[OH:12])[C:8](=[O:13])[CH2:7][CH2:6][CH2:5]2.[Cs].Br[CH2:16]Cl>C(#N)C>[O:1]1[C:2]2[CH:3]=[C:4]3[C:9](=[CH:10][C:11]=2[O:12][CH2:16]1)[C:8](=[O:13])[CH2:7][CH2:6][CH2:5]3 |^1:13|. Reported procedure: A mixture of 6,7-dihydroxytetralone (1 g), cesium carbonated (2.75 g), bromochloromethane (0.549 cm3) and acetonitrile (20 cm3) was heated to reflux with continual stirring for 4 h. Upon cooling, the resulting suspension was filtered through a pad of Dicalite® which was then washed further with ethyl acetate (50 cm3). The crude product was then purified by column chromatography (silica, eluting with dichloromethane) to afford the title compound. Starting materials: CC(=O)c1ccncc1Br, Cn1c(=O)oc2ccc(B3OC(C)(C)C(C)(C)O3)cc21, Cc1ccccc1, CCO, [Na+], [Na+], O=C([O-])[O-]. The product is CC(=O)c1ccncc1-c1ccc2oc(=O)n(C)c2c1. Reaction SMILES: [Br:1][c:2]1[cH:3][n:4][cH:5][cH:6][c:7]1[C:8]([CH3:9])=[O:10].[CH3:11][n:12]1[c:13](=[O:30])[o:14][c:15]2[c:16]1[cH:17][c:18]([B:21]1[O:22][C:23]([CH3:24])([CH3:25])[C:26]([CH3:27])([CH3:28])[O:29]1)[cH:19][cH:20]2.[CH3:37][c:38]1[cH:39][cH:40][cH:41][cH:42][cH:43]1.[CH3:44][CH2:45][OH:46].[Na+:31].[Na+:32].[O-:33][C:34](=[O:35])[O-:36]>>[c:2]1(-[c:18]2[cH:17][c:16]3[n:12]([CH3:11])[c:13](=[O:30])[o:14][c:15]3[cH:20][cH:19]2)[cH:3][n:4][cH:5][cH:6][c:7]1[C:8]([CH3:9])=[O:10].